Dataset: the Open Reaction Database (ORD), a public repository of structured organic reaction records. Task: describe an organic reaction: reactants, conditions, products, and yield Starting materials: O=C[C@H](O)[C@@H](O)[C@H](O)[C@H](O)CO (glucose), OC(=O)CCCC[C@@H]1SC[C@@H]2NC(=O)N[C@H]12 (biotin), [O-]S(=O)(=O)[O-].[Mg+2] (MgSO4), Cl (HCl), C(=O)([O-])[O-].[Ca+2] (CaCO3), [OH-].[K+] (KOH), S(=O)(=O)([O-])[O-].[NH4+].[NH4+] (ammonium sulfate), OP(=O)(O)[O-].[K+] (KH2PO4), CC1=C(SC=[N+]1CC=2C=NC(=NC2N)C)CCO (thiamine). The reagents and catalysts are [O-]S(=O)(=O)[O-].[Mn+2] (MnSO4). Reaction conditions: temperature 110 celsius. The product is OC(CC(=O)O)(C(C)C)C(=O)O (β-hydroxy-β-carboxy-isocaproic acid). Reaction SMILES: O=[CH:2][C@@H]([C@H]([C@@H]([C@@H](CO)O)O)O)O.S([O-])([O-])(=O)=O.[NH4+].[NH4+].OP([O-])(O)=O.[K+].[O-]S([O-])(=O)=O.[Mg+2].[OH:32][C:33]([CH2:35][CH2:36][CH2:37][CH2:38][C@H]1[C@@H]2[C@@H](NC(N2)=O)CS1)=[O:34].CC1[N+](CC2C=NC(C)=NC=2N)=CSC=1CCO.Cl.[C:67]([O-:70])([O-])=[O:68].[Ca+2].[OH-:72].[K+]>[O-]S([O-])(=O)=O.[Mn+2]>[OH:72][C:36]([C:67]([OH:70])=[O:68])([CH:37]([CH3:38])[CH3:2])[CH2:35][C:33]([OH:32])=[O:34] |f:1.2.3,4.5,6.7,11.12,13.14,15.16|. Procedure: An aqueous culture medium was prepared to contain 10 g/dl glucose, 1.5 g/dl ammonium sulfate, 0.1 g/dl KH2PO4, 0.04 g/dl MgSO4. 7H2O, 0.001 g/dl MnSO4. 4H2O, 250 μg/l biotin, 200 μg/l thiamine.HCl, 1.5 ml/dl soybean protein hydrolyzate (containing 6.5 g total nitrogen/dl) and 5 g/dl CaCO3 (separately sterilized) and adjusted to pH 7.0 with KOH. Twenty ml batches of the aqueous culture medium were placed in 500 ml shaking flasks and heated at 110° C. for 10 minutes with steam.